The task is: describe an organic reaction: reactants, conditions, products, and yield. This data is from the Open Reaction Database (ORD), a public repository of structured organic reaction records. The reactants are COC(C1=CC(=CC=C1)C#CC=1C(=NOC1C)C1=CC=CC=C1)=O (3-(5-Methyl-3-phenyl-isoxazol-4-ylethynyl)-benzoic acid methyl ester), [OH-].[Na+] (sodium hydroxide). Run in C(C)O (ethanol). Reaction conditions: temperature 80 celsius, time 30 minute. Yields the product CC1=C(C(=NO1)C1=CC=CC=C1)C#CC=1C=C(C(=O)O)C=CC1 (3-(5-Methyl-3-phenyl-isoxazol-4-ylethynyl)-benzoic acid). The yield is 95.2%. As a reaction SMILES: C[O:2][C:3](=[O:24])[C:4]1[CH:9]=[CH:8][CH:7]=[C:6]([C:10]#[C:11][C:12]2[C:13]([C:18]3[CH:23]=[CH:22][CH:21]=[CH:20][CH:19]=3)=[N:14][O:15][C:16]=2[CH3:17])[CH:5]=1.[OH-].[Na+]>C(O)C>[CH3:17][C:16]1[O:15][N:14]=[C:13]([C:18]2[CH:19]=[CH:20][CH:21]=[CH:22][CH:23]=2)[C:12]=1[C:11]#[C:10][C:6]1[CH:5]=[C:4]([CH:9]=[CH:8][CH:7]=1)[C:3]([OH:24])=[O:2] |f:1.2|. Procedure details: 3-(5-Methyl-3-phenyl-isoxazol-4-ylethynyl)-benzoic acid methyl ester (600 mg, 1.89 mmol) was treated with ethanol (12 mL) and aqueous sodium hydroxide (1 M, 7.56 mL, 7.56 mmol). The reaction mixture was heated for 1.5 h at 80° C. After concentration and dilution with water (9 mL) the pH was adjusted to 1.5 by adding hydrochloric acid (1 M, 8 mL). The resulting suspension was stirred for 30 min at 0° C. and filtered. Washing with ice-cold water (10 mL) and drying afforded the title compound (546 ...